The task is: describe an organic reaction: reactants, conditions, products, and yield. This data is from the Open Reaction Database (ORD), a public repository of structured organic reaction records. Reactants: CC(=O)C (acetone), C1=CC=CC=C1 (benzene), C(Cl)Cl (methylene chloride). The solvent is [N+](=O)([O-])C (nitromethane), [N+](=O)([O-])C (nitromethane). Yields the product C1C(CC)O1 (1,2 butylene oxide), C1(CCCCC1)=O (cyclohexanone). RXN SMILES: [CH3:1][C:2]([CH3:4])=[O:3].[CH:5]1[CH:10]=[CH:9][CH:8]=[CH:7][CH:6]=1.C(Cl)Cl>[N+](C)([O-])=O>[CH2:1]1[O:3][CH:2]1[CH2:4][CH3:5].[C:5]1(=[O:3])[CH2:10][CH2:9][CH2:8][CH2:7][CH2:6]1. Procedure details: U.S. Pat. No. 3,288,867 discloses the stabilization of nitromethane by the addition thereto of a stabilizing liquid such as acetone, benzene, 1,2 butylene oxide, cyclohexanone, methylene chloride etc. to provide a safe method for the bulk transportation of nitromethane. Reactants: C(#N)CC(=O)OCC (ethyl cyanoacetate), C(C)(=O)NC1=CC=C(C=O)C=C1 (4-acetamidobenzaldehyde), N1CCCCC1 (piperidine). Solvent: C(C)O (ethanol), C(C)O (ethanol). Product: C(C)(=O)NC1=CC=C(C=C1)C=C(C(=O)OCC)C#N (ethyl 3-(4-acetylaminophenyl)-2-cyanoacrylate). Isolated yield 41.3%. Reaction SMILES: [C:1]([CH2:3][C:4]([O:6][CH2:7][CH3:8])=[O:5])#[N:2].[C:9]([NH:12][C:13]1[CH:20]=[CH:19][C:16]([CH:17]=O)=[CH:15][CH:14]=1)(=[O:11])[CH3:10].N1CCCCC1>C(O)C>[C:9]([NH:12][C:13]1[CH:20]=[CH:19][C:16]([CH:17]=[C:3]([C:1]#[N:2])[C:4]([O:6][CH2:7][CH3:8])=[O:5])=[CH:15][CH:14]=1)(=[O:11])[CH3:10]. Procedure details: A mixture of 33.9 g (0.3 mol) of ethyl cyanoacetate and 59.1 g (0.3 mol) of 4-acetamidobenzaldehyde in 300 ml of ethanol in the presence of 5 ml of piperidine is refluxed for 3 hours. The very viscous medium is diluted with 800 ml of hot ethanol. It is filtered while hot. The yellow solid obtained is washed with hot ethanol. After filtration and drying, 32 g (41% yield) of ethyl 3-(4-acetylaminophenyl)-2-cyanoacrylate are obtained in the form of a pale yellow powder. Starting materials: [NH4+].[Cl-] (NH4Cl), NC=1C=C(C(=NC1)Cl)NS(=O)(=O)C1CC1 (N-(5-amino-2-chloropyridin-3-yl)cyclopropanesulfonamide), FC1=NC=CC=C1C1=NC(=NC(=N1)C)N (4-(2-fluoropyridin-3-yl)-6-methyl-1,3,5-triazin-2-amine), C[Si](C)(C)[N-][Si](C)(C)C.[Na+] (Sodium bis(trimethylsilyl)amide), C1CCOC1 (THF). Solvent: CN(C)C=O (DMF). Conditions: temperature 0 celsius, time 10 minute. The product is NC1=NC(=NC(=N1)C)C=1C(=NC=CC1)NC=1C=C(C(=NC1)Cl)NS(=O)(=O)C1CC1 (N-(5-(3-(4-Amino-6-Methyl-1,3,5-Triazin-2-yl)Pyridin-2-Ylamino)-2-Chloropyridin-3-yl)Cyclopropanesulfonamide). The yield is 68.6%. Reaction SMILES: [NH2:1][C:2]1[CH:3]=[C:4]([NH:9][S:10]([CH:13]2[CH2:15][CH2:14]2)(=[O:12])=[O:11])[C:5]([Cl:8])=[N:6][CH:7]=1.F[C:17]1[C:22]([C:23]2[N:28]=[C:27]([CH3:29])[N:26]=[C:25]([NH2:30])[N:24]=2)=[CH:21][CH:20]=[CH:19][N:18]=1.C[Si]([N-][Si](C)(C)C)(C)C.[Na+].C1COCC1.[NH4+].[Cl-]>CN(C=O)C>[NH2:30][C:25]1[N:26]=[C:27]([CH3:29])[N:28]=[C:23]([C:22]2[C:17]([NH:1][C:2]3[CH:3]=[C:4]([NH:9][S:10]([CH:13]4[CH2:15][CH2:14]4)(=[O:12])=[O:11])[C:5]([Cl:8])=[N:6][CH:7]=3)=[N:18][CH:19]=[CH:20][CH:21]=2)[N:24]=1 |f:2.3,5.6|. Procedure details: To a 15 mL RB flask was added N-(5-amino-2-chloropyridin-3-yl)cyclopropanesulfonamide (0.050 g, 0.202 mmol), 4-(2-fluoropyridin-3-yl)-6-methyl-1,3,5-triazin-2-amine (0.050 g, 0.242 mmol), and DMF (2.0 mL). The mixture was cooled to 0° C. under N2. Sodium bis(trimethylsilyl)amide, 1.0 m solution in THF (Aldrich) (0.807 mL, 0.807 mmol) was then added to the solution in one portion. The now burgundy color mixture was stirred at 0° C. for 10 min then warmed up to rt for 30 min. The reaction mixture ... The reactants are O=C(O)Cc1cc(Cl)ccc1Cl, NCC1CN(Cc2ccc(Cl)c(Cl)c2)CCO1. Yields the product O=C(Cc1cc(Cl)ccc1Cl)NCC1CN(Cc2ccc(Cl)c(Cl)c2)CCO1. RXN SMILES: [Cl:18][c:19]1[c:20]([CH2:26][C:27](=[O:28])[OH:29])[cH:21][c:22]([Cl:25])[cH:23][cH:24]1.[Cl:1][c:2]1[cH:3][c:4]([CH2:5][N:6]2[CH2:7][CH:8]([CH2:12][NH2:13])[O:9][CH2:10][CH2:11]2)[cH:14][cH:15][c:16]1[Cl:17]>>[Cl:1][c:2]1[cH:3][c:4]([CH2:5][N:6]2[CH2:7][CH:8]([CH2:12][NH:13][C:27]([CH2:26][c:20]3[c:19]([Cl:18])[cH:24][cH:23][c:22]([Cl:25])[cH:21]3)=[O:28])[O:9][CH2:10][CH2:11]2)[cH:14][cH:15][c:16]1[Cl:17].